This data is from the Open Reaction Database (ORD), a public repository of structured organic reaction records. The task is: describe an organic reaction: reactants, conditions, products, and yield Reactants: C(C)OC(=O)C=1OC2=C(C1C1CC1)C(=CC=C2)O (3-cyclopropyl-4-hydroxy-benzofuran-2-carboxylic acid ethyl ester), C([O-])([O-])=O.[K+].[K+] (potassium carbonate), BrCCCBr (1,3-dibromopropane). The solvent is CN(C=O)C (N,N-dimethylformamide). Reaction conditions: time 2 hour. The product is C(C)OC(=O)C=1OC2=C(C1C1CC1)C(=CC=C2)OCCCBr (4-(3-bromo-propoxy)-3-cyclopropyl-benzofuran-2-carboxylic acid ethyl ester). As a reaction SMILES: [CH2:1]([O:3][C:4]([C:6]1[O:7][C:8]2[CH:17]=[CH:16][CH:15]=[C:14]([OH:18])[C:9]=2[C:10]=1[CH:11]1[CH2:13][CH2:12]1)=[O:5])[CH3:2].C(=O)([O-])[O-].[K+].[K+].[Br:25][CH2:26][CH2:27][CH2:28]Br>CN(C)C=O>[CH2:1]([O:3][C:4]([C:6]1[O:7][C:8]2[CH:17]=[CH:16][CH:15]=[C:14]([O:18][CH2:28][CH2:27][CH2:26][Br:25])[C:9]=2[C:10]=1[CH:11]1[CH2:12][CH2:13]1)=[O:5])[CH3:2] |f:1.2.3|. Reported procedure: To a mixture of 3-cyclopropyl-4-hydroxy-benzofuran-2-carboxylic acid ethyl ester (92 mg) and potassium carbonate (62 mg) in N,N-dimethylformamide (1.5 ml) was added 1,3-dibromopropane (190 μl) and the reaction mixture was stirred for 2 hours at room temperature. The reaction was quenched with saturated aqueous ammonium chloride solution (5 ml) and diluted with ethyl acetate (8 ml). The organic layer was washed with water (5 ml twice) and brine, dried over anhydrous sodium sulfate, then concentra... Starting materials: OC(C(C(=O)OC)=C)C (methyl 3-hydroxy-2-methylenebutanoate), BrC1=CC=C(C=C1)CC#N (2-(4-bromophenyl)acetonitrile), C(=O)(O)[O-].[Na+] (NaHCO3). The reagents and catalysts are [Br-].C(CCC)[N+](CCCC)(CCCC)CCCC (tetrabutylammonium bromide). Solvent: C1CCOC1 (THF), CCOCC (ether). The product is C(#N)CC1=CC=C(CC(C(=O)OC)C(C)=O)C=C1 (Methyl 2-(4-(cyanomethyl)benzyl)-3-oxobutanoate). As a reaction SMILES: [OH:1][CH:2]([CH3:9])[C:3](=[CH2:8])[C:4]([O:6][CH3:7])=[O:5].Br[C:11]1[CH:16]=[CH:15][C:14]([CH2:17][C:18]#[N:19])=[CH:13][CH:12]=1.C([O-])(O)=O.[Na+]>[Br-].C([N+](CCCC)(CCCC)CCCC)CCC.C1COCC1.CCOCC>[C:18]([CH2:17][C:14]1[CH:15]=[CH:16][C:11]([CH2:8][CH:3]([C:2](=[O:1])[CH3:9])[C:4]([O:6][CH3:7])=[O:5])=[CH:12][CH:13]=1)#[N:19] |f:2.3,4.5|. Procedure: A stirred mixture of methyl 3-hydroxy-2-methylenebutanoate (19.5 g), 2-(4-bromophenyl)acetonitrile (40 g), PdOAc2 (2 g), tetrabutylammonium bromide (40 g) and NaHCO3 (31.5 g) in THF (300 ml) was heated under N2 at reflux for 24 h. The mixture was cooled, diluted with ether (500 ml) and filtered through celite. The filtrate was washed with water, dried and evaporated under reduced pressure to give an oil, used crude in next step.